From a dataset of the Open Reaction Database (ORD), a public repository of structured organic reaction records. describe an organic reaction: reactants, conditions, products, and yield Starting materials: CC=1C=CC=CC1O[C@H](CCNC)C=2C=CC=CC2.C([C@@H](O)C1=CC=CC=C1)(=O)[O-] (atomoxetine (S)-(+)-mandelate), Cl (hydrogen chloride). Solvent: C(C)(=O)OCC (ethyl acetate). The product is CC=1C=CC=CC1O[C@H](CCNC)C=2C=CC=CC2.Cl (Atomoxetine Hydrochloride). Reaction SMILES: [CH3:1][C:2]1[CH:3]=[CH:4][CH:5]=[CH:6][C:7]=1[O:8][C@@H:9]([C:14]1[CH:15]=[CH:16][CH:17]=[CH:18][CH:19]=1)[CH2:10][CH2:11][NH:12][CH3:13].C([O-])(=O)[C@H](C1C=CC=CC=1)O.[ClH:31]>C(OCC)(=O)C>[CH3:1][C:2]1[CH:3]=[CH:4][CH:5]=[CH:6][C:7]=1[O:8][C@@H:9]([C:14]1[CH:19]=[CH:18][CH:17]=[CH:16][CH:15]=1)[CH2:10][CH2:11][NH:12][CH3:13].[ClH:31] |f:0.1,4.5|. Procedure details: Seven grams (0.01718 mol) of atomoxetine (S)-(+)-mandelate was mixed at room temperature with 70 ml of ethyl acetate under stirring. Keeping the temperature between about 15° C. and about 20° C. by means of water-ice bath cooling, 1.94 g of aqueous (36.3% w/w) hydrogen chloride was added into the obtained slurry. The slurry was stirred for 2 hours at room temperature, then the solid was collected by filtration, washed with 3×10 ml of ethyl acetate and dried in vacuo. Reactants: C(C)(C)(C)OO (tert-butyl hydroperoxide), N1N=NN=C1 (tetrazole), C(C=C)OP(N(C(C)C)C(C)C)OCC=C (bis(allyloxy)(diisopropylamino)phosphine), OCC(=O)O[C@@]([C@@H](C)S[C@H]1CO[C@@H](OC1)\C=C\C=C\C1=C(C=C(C=C1)C#N)F)(CN1N=CN=C1)C1=C(C=C(C=C1)F)F ((1R,2R)-2-[[trans-2-[(1E,3E)-4-(4-Cyano-2-fluorophenyl)-1,3-butadienyl]-1,3-dioxan-5-yl]thio]-1-(2,4-difluorophenyl)-1-[(1H-1,2,4-triazol-1-yl)methyl]propyl 2-hydroxyacetate), C(O)([O-])=O.[Na+] (sodium hydrogen carbonate), S(=S)(=O)([O-])[O-].[Na+].[Na+] (sodium thiosulfate). The solvent is CO (methanol), ClCCl (dichloromethane). Reaction conditions: time 20 minute. Product: P(=O)(O)(OCC(=O)O[C@@]([C@@H](C)S[C@H]1CO[C@@H](OC1)\C=C\C=C\C1=C(C=C(C=C1)C#N)F)(CN1N=CN=C1)C1=C(C=C(C=C1)F)F)[O-].[Na+] (Sodium hydrogen 2-[(1R,2R)-2-[[trans-2-[(1E,3E)-4-(4-cyano-2-fluorophenyl)-1,3-butadienyl]-1,3-dioxan-5-yl]thio]-1-(2,4-difluorophenyl)-1-[(1H-1,2,4-triazol-1-yl)methyl]propoxy]-2-oxoethyl phosphate). Isolated yield 84.0%. RXN SMILES: [OH:1][CH2:2][C:3]([O:5][C@:6]([C:35]1[CH:40]=[CH:39][C:38]([F:41])=[CH:37][C:36]=1[F:42])([CH2:29][N:30]1[CH:34]=[N:33][CH:32]=[N:31]1)[C@H:7]([S:9][C@@H:10]1[CH2:15][O:14][C@@H:13](/[CH:16]=[CH:17]/[CH:18]=[CH:19]/[C:20]2[CH:25]=[CH:24][C:23]([C:26]#[N:27])=[CH:22][C:21]=2[F:28])[O:12][CH2:11]1)[CH3:8])=[O:4].N1C=NN=N1.C([O:51][P:52]([O:60]CC=C)N(C(C)C)C(C)C)C=C.C([O:68]O)(C)(C)C.C(=O)([O-])O.[Na+:74].S([O-])([O-])(=O)=S.[Na+].[Na+]>ClCCl.CO>[P:52]([O-:60])([O:1][CH2:2][C:3]([O:5][C@:6]([C:35]1[CH:40]=[CH:39][C:38]([F:41])=[CH:37][C:36]=1[F:42])([CH2:29][N:30]1[CH:34]=[N:33][CH:32]=[N:31]1)[C@H:7]([S:9][C@@H:10]1[CH2:11][O:12][C@@H:13](/[CH:16]=[CH:17]/[CH:18]=[CH:19]/[C:20]2[CH:25]=[CH:24][C:23]([C:26]#[N:27])=[CH:22][C:21]=2[F:28])[O:14][CH2:15]1)[CH3:8])=[O:4])([OH:68])=[O:51].[Na+:74] |f:4.5,6.7.8,11.12|. Procedure details: A solution of (1R,2R)-2-[[trans-2-[(1E,3E)-4-(4-cyano-2-fluorophenyl)-1,3-butadienyl]-1,3-dioxan-5-yl]thio]-1-(2,4-difluorophenyl)-1-[(1H-1,2,4-triazol-1-yl)methyl]propyl 2-hydroxyacetate (343.2 mg, 0.571 mmol) obtained from Example 39 in dichloromethane (10 ml) was cooled to 0° C., and to the solution were added tetrazole (80.1 mg, 1.15 mmol) and bis(allyloxy)(diisopropylamino)phosphine (described in Tetrahedron Lett., 30, 4219, (1989); 182.1 mg, 0.742 mmol). The mixture was stirred at the same... Reactants: BrC=1C2=C(N=C(N1)C1=CC(=CC=C1)O[SiH2]C(C(C)(C)C)(C)C)C=CS2 (4-bromo-2-[3-(1,1,2,2-tetramethyl-propylsilanyloxy)-phenyl]-thieno[3,2-d]pyrimidine), CC1(OB(OC1(C)C)C1=CC=NC=C1)C (4-(4,4,5,5-tetramethyl-1,3,2-dioxaborolan-2-yl)-pyridine), C([O-])([O-])=O.[Na+].[Na+] (sodium carbonate), C1(=CC=CC=C1)C (toluene). The reagents and catalysts are Cl[Pd]([P](C1=CC=CC=C1)(C2=CC=CC=C2)C3=CC=CC=C3)([P](C4=CC=CC=C4)(C5=CC=CC=C5)C6=CC=CC=C6)Cl (PdCl2(PPh3)2). Run in C(Cl)(Cl)Cl (chloroform), O (water), C(C)O (ethanol). Run at temperature 130 celsius. Yields the product N1=CC=C(C=C1)C=1C2=C(N=C(N1)C1=CC(=CC=C1)O[SiH2]C(C(C)(C)C)(C)C)C=CS2 (4-pyridin-4-yl-2-[3-(1,1,2,2-tetramethyl-propylsilanyloxy)-phenyl]-thieno[3,2-d]pyrimidine). Isolated yield 93.4%. RXN SMILES: Br[C:2]1[C:3]2[S:25][CH:24]=[CH:23][C:4]=2[N:5]=[C:6]([C:8]2[CH:13]=[CH:12][CH:11]=[C:10]([O:14][SiH2:15][C:16]([CH3:22])([CH3:21])[C:17]([CH3:20])([CH3:19])[CH3:18])[CH:9]=2)[N:7]=1.CC1(C)C(C)(C)OB([C:34]2[CH:39]=[CH:38][N:37]=[CH:36][CH:35]=2)O1.C(=O)([O-])[O-].[Na+].[Na+].C1(C)C=CC=CC=1>C(Cl)(Cl)Cl.Cl[Pd](Cl)([P](C1C=CC=CC=1)(C1C=CC=CC=1)C1C=CC=CC=1)[P](C1C=CC=CC=1)(C1C=CC=CC=1)C1C=CC=CC=1.O.C(O)C>[N:37]1[CH:38]=[CH:39][C:34]([C:2]2[C:3]3[S:25][CH:24]=[CH:23][C:4]=3[N:5]=[C:6]([C:8]3[CH:13]=[CH:12][CH:11]=[C:10]([O:14][SiH2:15][C:16]([CH3:22])([CH3:21])[C:17]([CH3:20])([CH3:19])[CH3:18])[CH:9]=3)[N:7]=2)=[CH:35][CH:36]=1 |f:2.3.4,^1:60,79|. Procedure: A mixture of 4-bromo-2-[3-(1,1,2,2-tetramethyl-propylsilanyloxy)-phenyl]-thieno[3,2-d]pyrimidine, (72 mg), 4-(4,4,5,5-tetramethyl-1,3,2-dioxaborolan-2-yl)-pyridine (52 mg), sodium carbonate (57 mg), PdCl2(PPh3)2 (0.1 eq), toluene (2 mL), ethanol (1 mL) and water (0.5 mL) was heated to 130° C. for 5 minutes under microwave irradiation. The reaction mixture was cooled, diluted with chloroform, washed with brine, dried (MgSO4) and the solvent was removed in vacuo. The residue was purified using fla... The reactants are OCC12CC3(CC(CC(C1)C3)C2)NC(OC(C)(C)C)=O (tert-butyl 3-(hydroxymethyl)-1-adamantylcarbamate), C=1C=C[NH+]=CC1.[O-][Cr](=O)(=O)Cl (PCC). Run in C(Cl)Cl (DCM). Conditions: time 2 hour. Yields the product C(C)(C)(C)OC(NC12CC3(CC(CC(C1)C3)C2)C=O)=O (tert-Butyl-3-formyl-1-adamantylcarbamate). Yield: 91.6%. Reaction SMILES: [OH:1][CH2:2][C:3]12[CH2:12][CH:7]3[CH2:8][CH:9]([CH2:11][C:5]([NH:13][C:14](=[O:20])[O:15][C:16]([CH3:19])([CH3:18])[CH3:17])([CH2:6]3)[CH2:4]1)[CH2:10]2.C1C=C[NH+]=CC=1.[O-][Cr](Cl)(=O)=O>C(Cl)Cl>[C:16]([O:15][C:14](=[O:20])[NH:13][C:5]12[CH2:11][CH:9]3[CH2:8][CH:7]([CH2:12][C:3]([CH:2]=[O:1])([CH2:10]3)[CH2:4]1)[CH2:6]2)([CH3:19])([CH3:17])[CH3:18] |f:1.2|. Procedure details: To a stirred solution of tert-butyl 3-(hydroxymethyl)-1-adamantylcarbamate (1.2 g, 4.3 mmol) in DCM (50 mL) was added PCC (1.4 g, 6.5 mmol) in portions under N2 atmosphere. After stirring at room temperature for two hours. the mixture was filtered through a pad of silica gel and the filtrate was concentrated under reduced pressure to give 1.1 g (92%) of the title compound, tert-butyl-3-formyl-1-adamantylcarbamate, as a brown oil, which was used in the next step without further purification. ESI-... The reactants are [BH4-], O=C(Cn1cncn1)c1ccc(Oc2ccc(Br)cc2)cc1Cl, O=C([O-])O, CO, Cl, [Na+], [Na+]. Yields the product OC(Cn1cncn1)c1ccc(Oc2ccc(Br)cc2)cc1Cl. Reaction SMILES: [BH4-:1].[Br:3][c:4]1[cH:5][cH:6][c:7]([O:8][c:9]2[cH:10][c:11]([Cl:23])[c:12]([C:15]([CH2:16][n:17]3[n:18][cH:19][n:20][cH:21]3)=[O:22])[cH:13][cH:14]2)[cH:24][cH:25]1.[C:27](=[O:28])([O-:29])[OH:30].[CH3:32][OH:33].[ClH:26].[Na+:2].[Na+:31]>>[Br:3][c:4]1[cH:5][cH:6][c:7]([O:8][c:9]2[cH:10][c:11]([Cl:23])[c:12]([CH:15]([CH2:16][n:17]3[n:18][cH:19][n:20][cH:21]3)[OH:22])[cH:13][cH:14]2)[cH:24][cH:25]1. Reactants: ClC1=CC=C(CNC(=O)C=2C=NC3=C(C=C(C=C3C2O)I)OC)C=C1 (N-(4-chlorobenzyl)-4-hydroxy-6-iodo-8-methoxy-3-quinolinecarboxamide), C(C#C)OC (Methyl propargyl ether), O (water). The reagents and catalysts are [Cu]I (copper (I) iodide), C1=CC=C(C=C1)P(C2=CC=CC=C2)C3=CC=CC=C3.C1=CC=C(C=C1)P(C2=CC=CC=C2)C3=CC=CC=C3.Cl[Pd]Cl (bis(triphenylphosphine)-palladium (II) chloride). Solvent: C(C)NCC (diethylamine). Conditions: time 64 hour. The product is ClC1=CC=C(CNC(=O)C=2C=NC3=C(C=C(C=C3C2O)C#CCOC)OC)C=C1 (N-(4-Chlorobenzyl)-4-hydroxy-8-methoxy-6-(3-methoxy-1-propynyl)-3-quinolinecarboxamide). Isolated yield 46.0%. RXN SMILES: [Cl:1][C:2]1[CH:25]=[CH:24][C:5]([CH2:6][NH:7][C:8]([C:10]2[CH:11]=[N:12][C:13]3[C:18]([C:19]=2[OH:20])=[CH:17][C:16](I)=[CH:15][C:14]=3[O:22][CH3:23])=[O:9])=[CH:4][CH:3]=1.[CH2:26]([O:29][CH3:30])[C:27]#[CH:28].O>C(NCC)C.[Cu]I.C1C=CC(P(C2C=CC=CC=2)C2C=CC=CC=2)=CC=1.C1C=CC(P(C2C=CC=CC=2)C2C=CC=CC=2)=CC=1.Cl[Pd]Cl>[Cl:1][C:2]1[CH:25]=[CH:24][C:5]([CH2:6][NH:7][C:8]([C:10]2[CH:11]=[N:12][C:13]3[C:18]([C:19]=2[OH:20])=[CH:17][C:16]([C:28]#[C:27][CH2:26][O:29][CH3:30])=[CH:15][C:14]=3[O:22][CH3:23])=[O:9])=[CH:4][CH:3]=1 |f:5.6.7|. Procedure: N-(4-chlorobenzyl)-4-hydroxy-6-iodo-8-methoxy-3-quinolinecarboxamide (469 mg) from Example No. 117, copper (I) iodide (57 mg), and bis(triphenylphosphine)-palladium (II) chloride (35 mg) are suspended in diethylamine (15 mL). Methyl propargyl ether (101 μL) is added and the mixture is allowed to stir at rt for 64 h. The reaction mixture is poured into water (50 mL) and extracted with ethyl acetate (2×50 mL). The organic layer is washed with saturated aqueous ammonium chloride (3×10 mL) and brine... Reactants: [BH4-], [Cl-], [K+], C#CCn1cc(C=O)c([N+](=O)[O-])c1, [Na+], C1CCOC1, O. Yields the product C#CCn1cc(CO)c([N+](=O)[O-])c1. RXN SMILES: [BH4-:1].[Cl-:22].[K+:2].[N+:3](=[O:4])([O-:5])[c:6]1[cH:7][n:8]([CH2:13][C:14]#[CH:15])[cH:9][c:10]1[CH:11]=[O:12].[Na+:21].[O:16]1[CH2:17][CH2:18][CH2:19][CH2:20]1.[OH2:23]>>[N+:3](=[O:4])([O-:5])[c:6]1[cH:7][n:8]([CH2:13][C:14]#[CH:15])[cH:9][c:10]1[CH2:11][OH:12]. The reactants are CNC1CCCCC1, CS(C)=O, Cn1cc(C(=O)O)c(=O)c2cc3cc(F)c(F)cc3nc21. The product is CN(c1cc2nc3c(cc2cc1F)c(=O)c(C(=O)O)cn3C)C1CCCCC1. Reaction SMILES: [CH3:22][NH:23][CH:24]1[CH2:25][CH2:26][CH2:27][CH2:28][CH2:29]1.[CH3:30][S:31](=[O:32])[CH3:33].[F:1][c:2]1[cH:3][c:4]2[c:5]([n:6][c:7]3[n:8]([CH3:18])[cH:9][c:10]([C:15](=[O:16])[OH:17])[c:11](=[O:14])[c:12]3[cH:13]2)[cH:19][c:20]1[F:21]>>[F:1][c:2]1[cH:3][c:4]2[c:5]([n:6][c:7]3[n:8]([CH3:18])[cH:9][c:10]([C:15](=[O:16])[OH:17])[c:11](=[O:14])[c:12]3[cH:13]2)[cH:19][c:20]1[N:23]([CH3:22])[CH:24]1[CH2:25][CH2:26][CH2:27][CH2:28][CH2:29]1. RXN SMILES: [Br:1][C:2]1[CH:3]=[C:4]([CH:8]2[CH2:13][CH2:12][CH2:11][CH2:10][C:9]2=[O:14])[CH:5]=[N:6][CH:7]=1.CC(C)([O-])C.[K+].[C:21](=[S:23])=[S:22].[CH3:24]I>O1CCCC1>[Br:1][C:2]1[CH:3]=[C:4]([C:8]2([C:21]([S:23][CH3:24])=[S:22])[CH2:13][CH2:12][CH2:11][CH2:10][C:9]2=[O:14])[CH:5]=[N:6][CH:7]=1 |f:1.2|. Conditions: temperature -40 celsius, time 1 hour. Solvent: O1CCCC1 (tetrahydrofuran), O1CCCC1 (tetrahydrofuran), O1CCCC1 (tetrahydrofuran). Reactants: BrC=1C=C(C=NC1)C1C(CCCC1)=O (2-(5-bromopyrid-3-yl)cyclohexanone), CC(C)([O-])C.[K+] (potassium tert. butoxide), C(=S)=S (carbon disulphide), CI (methyl iodide). The product is BrC=1C=C(C=NC1)C1(C(CCCC1)=O)C(=S)SC (2-(5-bromopyrid-3-yl)-2-methylthiothiocarbonylcyclohexanone). Procedure details: To a solution of 2-(5-bromopyrid-3-yl)cyclohexanone (1.28 g, 5.05 mmol) in dry tetrahydrofuran (35 ml) at -40° C. was added portionwise with stirring potassium tert. butoxide (0.61 g, 5.4 mmol). The reaction mixture was stirred for 1 hour at -40° C. and a solution of carbon disulphide (0.5 ml) in dry tetrahydrofuran (5 ml) was added and the reaction mixture allowed to warm up to -20° C. over 20 minutes. A solution of methyl iodide (1.03 g) in dry tetrahydrofuran (5 ml) was added dropwise and the... Starting materials: CCOC(=O)CCCc1cc(C(=O)c2cccc(NC(c3ccc(CC(C)C)cc3)c3ccc(CC(C)C)cc3)c2)c2ccccn12, CCO, [Na+], [OH-]. The product is CC(C)Cc1ccc(C(Nc2cccc(C(=O)c3cc(CCCC(=O)O)n4ccccc34)c2)c2ccc(CC(C)C)cc2)cc1. RXN SMILES: [CH2:1]([CH:2]([CH3:3])[CH3:4])[c:5]1[cH:6][cH:7][c:8]([CH:11]([c:12]2[cH:13][cH:14][c:15]([CH2:18][CH:19]([CH3:20])[CH3:21])[cH:16][cH:17]2)[NH:22][c:23]2[cH:24][c:25]([C:26](=[O:27])[c:28]3[cH:29][c:30]([CH2:37][CH2:38][CH2:39][C:40](=[O:41])[O:42][CH2:43][CH3:44])[n:31]4[cH:32][cH:33][cH:34][cH:35][c:36]34)[cH:45][cH:46][cH:47]2)[cH:9][cH:10]1.[CH3:50][CH2:51][OH:52].[Na+:49].[OH-:48]>>[CH2:1]([CH:2]([CH3:3])[CH3:4])[c:5]1[cH:6][cH:7][c:8]([CH:11]([c:12]2[cH:13][cH:14][c:15]([CH2:18][CH:19]([CH3:20])[CH3:21])[cH:16][cH:17]2)[NH:22][c:23]2[cH:24][c:25]([C:26](=[O:27])[c:28]3[cH:29][c:30]([CH2:37][CH2:38][CH2:39][C:40](=[O:41])[OH:42])[n:31]4[cH:32][cH:33][cH:34][cH:35][c:36]34)[cH:45][cH:46][cH:47]2)[cH:9][cH:10]1.